describe an organic reaction: reactants, conditions, products, and yield From a dataset of the Open Reaction Database (ORD), a public repository of structured organic reaction records. Reactants: C(C)(=O)C(C(C)=O)=CCCC (3-acetyl-3-hepten-2-one), BrN1C(CCC1=O)=O (N-bromosuccinimide). The solvent is C(Cl)(Cl)(Cl)Cl (carbon tetrachloride). Product: CC(=O)C1=C(OC(=C1)CC)C (5-ethyl-2-methyl-3-furyl methyl ketone). The yield is 99.9%. Reaction SMILES: [C:1]([C:4](=[CH:8][CH2:9][CH2:10][CH3:11])[C:5](=[O:7])[CH3:6])(=[O:3])[CH3:2].BrN1C(=O)CCC1=O>C(Cl)(Cl)(Cl)Cl>[CH3:6][C:5]([C:4]1[CH:8]=[C:9]([CH2:10][CH3:11])[O:3][C:1]=1[CH3:2])=[O:7]. Reported procedure: A mixture of 3.56 g (0.02 mole) 3-acetyl-3-hepten-2-one and 3.55 g (0.02 mole) N-bromosuccinimide in 50 ml of carbon tetrachloride was heated at reflux for 2 hours. After cooling, the succinimide was removed by filtration and the solution concentrated in vacuo. Distillation of the crude product gave 3.04 g (86%) of 5-ethyl-2-methyl-3-furyl methyl ketone, bp 84°-87° C. (9 mm). Reactants: Ice water, CC(C)([O-])C.[K+] (potassium tert-butoxide), NN1C=NN=C1 (4-amino-4H-1,2,4-triazole), FC1=CC=C(C=C1)C(F)(F)F (4-fluorobenzotrifluoride), Cl (hydrochloric acid). Isolated yield 84.6%. The product is FC(C1=CC=C(C=C1)NN1C=NN=C1)(F)F (4-[(4-trifluoromethylphenyl)amino]-4H-1,2,4-triazole). Conditions: time 30 minute. Procedure: 3.36 Grams of potassium tert-butoxide was added to 15 ml of anhydrous dimethylsulfoxide and the mixture was stirred for 30 minutes at room temperature. Next, 2.52 g of 4-amino-4H-1,2,4-triazole was added to the solution. After the reaction mixture was stirred for 15 minutes at room temperature, 1.64 g of 4-fluorobenzotrifluoride was added thereto and the mixture was stirred for further 30 minutes at room temperature. Ice-water was added to the reaction mixture, which was then neutralized with a ... As a reaction SMILES: CC(C)([O-])C.[K+].[NH2:7][N:8]1[CH:12]=[N:11][N:10]=[CH:9]1.F[C:14]1[CH:19]=[CH:18][C:17]([C:20]([F:23])([F:22])[F:21])=[CH:16][CH:15]=1.Cl>CS(C)=O>[F:21][C:20]([F:23])([F:22])[C:17]1[CH:18]=[CH:19][C:14]([NH:7][N:8]2[CH:12]=[N:11][N:10]=[CH:9]2)=[CH:15][CH:16]=1 |f:0.1|. Solvent: CS(=O)C (dimethylsulfoxide). Reactants: FCCBr, O=C([O-])[O-], CCOC(C)=O, CN1CCCC1=O, Cl, [Cs+], [Cs+], Nc1nc(-c2ccc3ccccc3c2)cs1. Yields the product FCCNc1nc(-c2ccc3ccccc3c2)cs1. RXN SMILES: [Br:18][CH2:19][CH2:20][F:21].[C:22](=[O:23])([O-:24])[O-:25].[CH3:28][CH2:29][O:30][C:31]([CH3:32])=[O:33].[CH3:34][N:35]1[CH2:36][CH2:37][CH2:38][C:39]1=[O:40].[ClH:1].[Cs+:26].[Cs+:27].[cH:2]1[c:3](-[c:12]2[n:13][c:14]([NH2:17])[s:15][cH:16]2)[cH:4][cH:5][c:6]2[cH:7][cH:8][cH:9][cH:10][c:11]12>>[cH:2]1[c:3](-[c:12]2[n:13][c:14]([NH:17][CH2:19][CH2:20][F:21])[s:15][cH:16]2)[cH:4][cH:5][c:6]2[cH:7][cH:8][cH:9][cH:10][c:11]12. The reactants are C(C)OC(=O)C1(NCC=2NC3=CC=CC(=C3C2C1COC)COCC)C(=O)[O-] (1,2,3,4-Tetrahydro-3-ethoxycarbonyl-5-ethoxymethyl-4-methoxymethyl-β-carboline-3-carboxylate). The solvent is C=1(C(=CC=CC1)C)C (xylene). Conditions: time 5 minute. Product: C(C)OC(=O)C=1N=CC=2NC3=CC=CC(=C3C2C1COC)COCC (5-ethoxymethyl-4-methoxymethyl-β-carboline-3-carboxylic acid ethylester). The yield is 7.7%. RXN SMILES: [CH2:1]([O:3][C:4]([C:6]1(C([O-])=O)[CH:18]([CH2:19][O:20][CH3:21])[C:17]2[C:16]3[C:11](=[CH:12][CH:13]=[CH:14][C:15]=3[CH2:22][O:23][CH2:24][CH3:25])[NH:10][C:9]=2[CH2:8][NH:7]1)=[O:5])[CH3:2]>C1(C)C(C)=CC=CC=1>[CH2:1]([O:3][C:4]([C:6]1[N:7]=[CH:8][C:9]2[NH:10][C:11]3[C:16]([C:17]=2[C:18]=1[CH2:19][O:20][CH3:21])=[C:15]([CH2:22][O:23][CH2:24][CH3:25])[CH:14]=[CH:13][CH:12]=3)=[O:5])[CH3:2]. Procedure details: 1,2,3,4-Tetrahydro-3-ethoxycarbonyl-5-ethoxymethyl-4-methoxymethyl-β-carboline-3-carboxylate (6.8 g) in xylene (1.1 l) is boiled under reflux for 1 hour. The xylene is evaporated in vacuo and the residue is dissolved in methylene chloride (600 ml). 2,3-Dichloro-5,6-dicyano-p-benzoquinone (4.5 g) is added in one portion to the ice-cooled solution. After 5 minutes stirring the solution is washed with 1.2 vol. % of aqueous ammonia, and the methylene chloride is removed by destillation in vacuo. The...